From a dataset of the Open Reaction Database (ORD), a public repository of structured organic reaction records. describe an organic reaction: reactants, conditions, products, and yield Starting materials: CN(/C=C/C(=O)C1=NN(C=CC1=O)C=1C=C(C=CC1)S(=O)(=O)NC)C (3-[3-((E)-3-Dimethylamino-acryloyl)-4-oxo-4H-pyridazin-1-yl]-N-methyl-benzenesulfonamide), C1=NC=CC2=C(C=CC=C12)NN (isoquinolin-5-yl-hydrazine). RXN SMILES: C[N:2](C)/[CH:3]=[CH:4]/[C:5]([C:7]1[C:12](=[O:13])[CH:11]=[CH:10][N:9]([C:14]2[CH:15]=[C:16]([S:20]([NH:23][CH3:24])(=[O:22])=[O:21])[CH:17]=[CH:18][CH:19]=2)[N:8]=1)=O.[CH:26]1[C:35]2[C:30](=[C:31]([NH:36]N)[CH:32]=[CH:33][CH:34]=2)[CH:29]=[CH:28][N:27]=1>>[CH:26]1[C:35]2[C:30](=[C:31]([N:36]3[C:5]([C:7]4[C:12](=[O:13])[CH:11]=[CH:10][N:9]([C:14]5[CH:15]=[C:16]([S:20]([NH:23][CH3:24])(=[O:22])=[O:21])[CH:17]=[CH:18][CH:19]=5)[N:8]=4)=[CH:4][CH:3]=[N:2]3)[CH:32]=[CH:33][CH:34]=2)[CH:29]=[CH:28][N:27]=1. Yields the product C1=NC=CC2=C(C=CC=C12)N1N=CC=C1C1=NN(C=CC1=O)C=1C=C(C=CC1)S(=O)(=O)NC (3-[3-(2-Isoquinolin-5-yl-2H-pyrazol-3-yl)-4-oxo-4H-pyridazin-1-yl]-N-methyl-benzenesulfonamide). Procedure details: The product was obtained starting from 3-[3-((E)-3-Dimethylamino-acryloyl)-4-oxo-4H-pyridazin-1-yl]-N-methyl-benzenesulfonamide (A-31) and isoquinolin-5-yl-hydrazine according to the method described for example 91. MS: M=459.3 (M+H)+ The reactants are CC(C)(C)OC(=O)Cn1ccc2ccc(O)cc21, Cc1nc(-c2ccc(C(F)(F)F)cc2)sc1CCO, CC(C)(C)OC(=O)N=NC(=O)OC(C)(C)C, c1ccc(P(c2ccccc2)c2ccccc2)cc1. Yields the product Cc1nc(-c2ccc(C(F)(F)F)cc2)sc1CCOc1ccc2ccn(CC(=O)OC(C)(C)C)c2c1. As a reaction SMILES: [C:1]([CH3:2])([CH3:3])([CH3:4])[O:5][C:6]([CH2:7][n:8]1[cH:9][cH:10][c:11]2[cH:12][cH:13][c:14]([OH:17])[cH:15][c:16]12)=[O:18].[CH3:19][c:20]1[n:21][c:22](-[c:28]2[cH:29][cH:30][c:31]([C:34]([F:35])([F:36])[F:37])[cH:32][cH:33]2)[s:23][c:24]1[CH2:25][CH2:26][OH:27].[N:57]([C:58]([O:59][C:60]([CH3:61])([CH3:62])[CH3:63])=[O:64])=[N:65][C:66]([O:67][C:68]([CH3:69])([CH3:70])[CH3:71])=[O:72].[c:38]1([P:39]([c:40]2[cH:41][cH:42][cH:43][cH:44][cH:45]2)[c:46]2[cH:47][cH:48][cH:49][cH:50][cH:51]2)[cH:52][cH:53][cH:54][cH:55][cH:56]1>>[C:1]([CH3:2])([CH3:3])([CH3:4])[O:5][C:6]([CH2:7][n:8]1[cH:9][cH:10][c:11]2[cH:12][cH:13][c:14]([O:17][CH2:26][CH2:25][c:24]3[c:20]([CH3:19])[n:21][c:22](-[c:28]4[cH:29][cH:30][c:31]([C:34]([F:35])([F:36])[F:37])[cH:32][cH:33]4)[s:23]3)[cH:15][c:16]12)=[O:18].